This data is from the Open Reaction Database (ORD), a public repository of structured organic reaction records. The task is: describe an organic reaction: reactants, conditions, products, and yield The reactants are ClC1=CC(=NC=C1)C(=O)NC (4-Chloro-N-methyl-pyridine-2-carboxamide), N1CCNCC1 (piperazine), C([O-])(O)=O.[Na+] (sodium bicarbonate), Cl (HCl), O1CCOCC1 (dioxane). Solvent: C(CCC)O (1-butanol), C(C)O (ethanol). Run at time 1 hour. Yields the product Cl.CNC(=O)C1=NC=CC(=C1)N1CCNCC1 (N-Methyl-4-piperazin-1-yl-pyridine-2-carboxamide hydrochloride). Yield: 33.2%. As a reaction SMILES: [Cl:1][C:2]1[CH:7]=[CH:6][N:5]=[C:4]([C:8]([NH:10][CH3:11])=[O:9])[CH:3]=1.[NH:12]1[CH2:17][CH2:16][NH:15][CH2:14][CH2:13]1.C(=O)(O)[O-].[Na+].Cl.O1CCOCC1>C(O)CCC.C(O)C>[ClH:1].[CH3:11][NH:10][C:8]([C:4]1[CH:3]=[C:2]([N:12]2[CH2:17][CH2:16][NH:15][CH2:14][CH2:13]2)[CH:7]=[CH:6][N:5]=1)=[O:9] |f:2.3,8.9|. Procedure details: A mixture of 4-Chloro-N-methyl-pyridine-2-carboxamide (400 mg, 2.345 mmol), piperazine (808 mg, 9.38 mmol) and sodium bicarbonate (591 mg, 7.03 mmol) in 1-butanol (4 ml) was heated under reflux for 18 hours. The mixture was filtered, the filtrate was concentrated under reduced pressure and the residue was purified by column chromatography (silica, 1-5% MeOH—basified with ammonia—in DCM) to give a colourless oil. The oil was dissolved in 2 ml ethanol and 4N HCl in dioxane (1.11 ml, 4.4 mmol) was ... The reactants are C=CC(=O)Nc1ccc(Br)cc1, C1CCNC1, CCO. Yields the product O=C(CCN1CCCC1)Nc1ccc(Br)cc1. RXN SMILES: [Br:1][c:2]1[cH:3][cH:4][c:5]([NH:8][C:9]([CH:10]=[CH2:11])=[O:12])[cH:6][cH:7]1.[CH2:13]1[CH2:14][CH2:15][NH:16][CH2:17]1.[CH3:18][CH2:19][OH:20]>>[Br:1][c:2]1[cH:3][cH:4][c:5]([NH:8][C:9]([CH2:10][CH2:11][N:16]2[CH2:15][CH2:14][CH2:13][CH2:17]2)=[O:12])[cH:6][cH:7]1.